From a dataset of the Open Reaction Database (ORD), a public repository of structured organic reaction records. describe an organic reaction: reactants, conditions, products, and yield The reactants are CC(=O)O, CO, Nc1n[nH]c2ncnc(Nc3cccc(Cl)c3)c12, O=Cc1cccc(-c2nnn[nH]2)c1. Yields the product Clc1cccc(Nc2ncnc3[nH]nc(N=Cc4cccc(-c5nnn[nH]5)c4)c23)c1. RXN SMILES: [CH3:19][C:20](=[O:21])[OH:22].[CH3:36][OH:37].[NH2:1][c:2]1[n:3][nH:4][c:5]2[n:6][cH:7][n:8][c:9]([NH:11][c:12]3[cH:13][c:14]([Cl:18])[cH:15][cH:16][cH:17]3)[c:10]12.[nH:23]1[n:24][n:25][n:26][c:27]1-[c:28]1[cH:29][c:30]([CH:31]=[O:32])[cH:33][cH:34][cH:35]1>>[N:1]([c:2]1[n:3][nH:4][c:5]2[n:6][cH:7][n:8][c:9]([NH:11][c:12]3[cH:13][c:14]([Cl:18])[cH:15][cH:16][cH:17]3)[c:10]12)=[CH:31][c:30]1[cH:29][c:28](-[c:27]2[nH:23][n:24][n:25][n:26]2)[cH:35][cH:34][cH:33]1. Reactants: ferric chloride, CC=1C(=C(C(=C(O)C1)C)C)O (trimethylhydroquinone). Solvent: O (water), CC(=O)C (acetone). Run at time 1 hour. Yields the product CC=1C(C(=C(C(C1)=O)C)C)=O (Trimethylbenzoquinone). Yield: 85.6%. RXN SMILES: [CH3:1][C:2]1[C:3]([OH:11])=[C:4]([CH3:10])[C:5]([CH3:9])=[C:6]([CH:8]=1)[OH:7]>O.CC(C)=O>[CH3:1][C:2]1[C:3](=[O:11])[C:4]([CH3:10])=[C:5]([CH3:9])[C:6](=[O:7])[CH:8]=1. Procedure details: A suspension of 25.6 g of ferric chloride in 50 ml of water was added at room temperature to a solution of 20 g of trimethylhydroquinone in 150 ml of acetone, and the resulting mixture was stirred for 1 hour, after which it was allowed to stand for 2 days. At the end of this time, it was concentrated to about one half of its original volume, and the concentrate was mixed with water. The resulting aqueous mixture was extracted with ethyl acetate, and the extract was washed with water and with a s... Reactants: COC(C(CC=C)NC(C1=C(C=CC=C1Cl)Cl)=O)=O (2-(2,6-dichlorobenzamido)pent-4-enoic acid methyl ester), IC1=CC=C(OC2=NC=C(C=N2)CC)C=C1 (2-(4-iodophenoxy)-5-ethylpyrimidine). Yields the product COC(C(C\C=C\C1=CC=C(C=C1)OC1=NC=C(C=N1)CC)NC(C1=C(C=CC=C1Cl)Cl)=O)=O ((E)-2-(2,6-dichlorobenzamido)-5-[4-(5-ethylpyrimidin-2-yloxy)phenyl]pent-4-enoic acid methyl ester). Yield: 75.1%. As a reaction SMILES: [CH3:1][O:2][C:3](=[O:19])[CH:4]([NH:8][C:9](=[O:18])[C:10]1[C:15]([Cl:16])=[CH:14][CH:13]=[CH:12][C:11]=1[Cl:17])[CH2:5][CH:6]=[CH2:7].I[C:21]1[CH:35]=[CH:34][C:24]([O:25][C:26]2[N:31]=[CH:30][C:29]([CH2:32][CH3:33])=[CH:28][N:27]=2)=[CH:23][CH:22]=1>>[CH3:1][O:2][C:3](=[O:19])[CH:4]([NH:8][C:9](=[O:18])[C:10]1[C:11]([Cl:17])=[CH:12][CH:13]=[CH:14][C:15]=1[Cl:16])[CH2:5]/[CH:6]=[CH:7]/[C:21]1[CH:22]=[CH:23][C:24]([O:25][C:26]2[N:27]=[CH:28][C:29]([CH2:32][CH3:33])=[CH:30][N:31]=2)=[CH:34][CH:35]=1. Procedure details: In the same manner as in Example 1, 2-(2,6-dichlorobenzamido)pent-4-enoic acid methyl ester (50.0 mg) was reacted with 2-(4-iodophenoxy)-5-ethylpyrimidine (54.1 mg) to obtain (E)-2-(2,6-dichlorobenzamido)-5-[4-(5-ethylpyrimidin-2-yloxy)phenyl]pent-4-enoic acid methyl ester (62.2 mg). Column chromatography (chloroform) and thin layer chromatography (cyclohexane/ethyl acetate=1/2) were used for purification. The reactants are CCI, CCCC[N+](CCCC)(CCCC)CCCC, [H-], [I-], [Na+], CN(C)C=O, O=C(CCc1cccnc1)NCCCCC1CCN(C(c2ccccc2)c2ccccc2)CC1. Yields the product CCN(CCCCC1CCN(C(c2ccccc2)c2ccccc2)CC1)C(=O)CCc1cccnc1. As a reaction SMILES: [CH2:37]([CH3:38])[I:39].[CH2:46]([N+:47]([CH2:48][CH2:49][CH2:50][CH3:51])([CH2:52][CH2:53][CH2:54][CH3:55])[CH2:56][CH2:57][CH2:58][CH3:59])[CH2:60][CH2:61][CH3:62].[H-:1].[I-:45].[Na+:2].[O:40]=[CH:41][N:42]([CH3:43])[CH3:44].[c:3]1([CH:9]([N:10]2[CH2:11][CH2:12][CH:13]([CH2:16][CH2:17][CH2:18][CH2:19][NH:20][C:21]([CH2:22][CH2:23][c:24]3[cH:25][n:26][cH:27][cH:28][cH:29]3)=[O:30])[CH2:14][CH2:15]2)[c:31]2[cH:32][cH:33][cH:34][cH:35][cH:36]2)[cH:4][cH:5][cH:6][cH:7][cH:8]1>>[c:3]1([CH:9]([N:10]2[CH2:11][CH2:12][CH:13]([CH2:16][CH2:17][CH2:18][CH2:19][N:20]([C:21]([CH2:22][CH2:23][c:24]3[cH:25][n:26][cH:27][cH:28][cH:29]3)=[O:30])[CH2:37][CH3:38])[CH2:14][CH2:15]2)[c:31]2[cH:32][cH:33][cH:34][cH:35][cH:36]2)[cH:4][cH:5][cH:6][cH:7][cH:8]1. The reactants are O=C=Nc1ccc(Cl)cc1, Nc1cccc(C=O)c1, CN(C)C=O. The product is O=Cc1cccc(NC(=O)Nc2ccc(Cl)cc2)c1. As a reaction SMILES: [Cl:10][c:11]1[cH:12][cH:13][c:14]([N:17]=[C:18]=[O:19])[cH:15][cH:16]1.[NH2:1][c:2]1[cH:3][c:4]([CH:5]=[O:6])[cH:7][cH:8][cH:9]1.[O:20]=[CH:21][N:22]([CH3:23])[CH3:24]>>[NH:1]([c:2]1[cH:3][c:4]([CH:5]=[O:6])[cH:7][cH:8][cH:9]1)[C:18]([NH:17][c:14]1[cH:13][cH:12][c:11]([Cl:10])[cH:16][cH:15]1)=[O:19]. As a reaction SMILES: [N+:1]([C:4]1[CH:5]=[C:6]([CH:9]=[CH:10][CH:11]=1)[CH:7]=O)([O-:3])=[O:2].O.[OH-].[Na+].[CH3:15][C:16]([CH3:18])=[O:17]>>[N+:1]([C:4]1[CH:5]=[C:6](/[CH:7]=[CH:15]/[C:16](=[O:17])[CH3:18])[CH:9]=[CH:10][CH:11]=1)([O-:3])=[O:2] |f:2.3|. Reported procedure: The mixture of 3-nitrobenzaldehyde (15.1 g, 0.1 mol), acetone (20 mL) and water (40 mL) was slowly added 5% aqueous NaOH (8 mL) from a dropping funnel at 40° C. After the reactant disappeared in TLC monitoring, acetone was removed under reduced pressure. The residue was extracted with ethyl acetate. The organic layer was separated, washed with brine, dried (Na2SO4) and concentrated to give the (E)-4-(3-nitrophenyl)but-3-en-2-one (15 g, 78% yield) as a yellow oil. 1H NMR: (400 MHz, CDCl3) δ 8.31 ... Yield: 78.0%. The product is [N+](=O)([O-])C=1C=C(C=CC1)/C=C/C(C)=O ((E)-4-(3-nitrophenyl)but-3-en-2-one). The reactants are [N+](=O)([O-])C=1C=C(C=O)C=CC1 (3-nitrobenzaldehyde), O (water), CC(=O)C (acetone), CC(=O)C (acetone), [OH-].[Na+] (NaOH). Reactants: CC(C)(C)OC(=O)CCc1cc(Cl)c(-c2nc3ccc(-c4nnc(-c5ccc(Cl)cc5)o4)cc3[nH]2)c(Cl)c1, C1COCCO1, COc1ccccc1, Cl. The product is O=C(O)CCc1cc(Cl)c(-c2nc3ccc(-c4nnc(-c5ccc(Cl)cc5)o4)cc3[nH]2)c(Cl)c1. Reaction SMILES: [C:1]([CH3:2])([CH3:3])([CH3:4])[O:5][C:6]([CH2:7][CH2:8][c:9]1[cH:10][c:11]([Cl:37])[c:12](-[c:16]2[n:17][c:18]3[c:19]([nH:20]2)[cH:21][c:22](-[c:25]2[o:26][c:27](-[c:30]4[cH:31][cH:32][c:33]([Cl:36])[cH:34][cH:35]4)[n:28][n:29]2)[cH:23][cH:24]3)[c:13]([Cl:15])[cH:14]1)=[O:38].[CH2:48]1[O:49][CH2:50][CH2:51][O:52][CH2:53]1.[CH3:39][O:40][c:41]1[cH:42][cH:43][cH:44][cH:45][cH:46]1.[ClH:47]>>[O:5]=[C:6]([CH2:7][CH2:8][c:9]1[cH:10][c:11]([Cl:37])[c:12](-[c:16]2[n:17][c:18]3[c:19]([nH:20]2)[cH:21][c:22](-[c:25]2[o:26][c:27](-[c:30]4[cH:31][cH:32][c:33]([Cl:36])[cH:34][cH:35]4)[n:28][n:29]2)[cH:23][cH:24]3)[c:13]([Cl:15])[cH:14]1)[OH:38]. Starting materials: CC(=O)OOC1C=CC(O)C1, ClCCl, CC(C)(C)[Si](C)(C)OS(=O)(=O)C(F)(F)F, Cc1cccc(C)n1. The product is CC(=O)OOC1C=CC(O[Si](C)(C)C(C)(C)C)C1. RXN SMILES: [C:1]([CH3:2])(=[O:3])[O:4][O:5][CH:6]1[CH:7]=[CH:8][CH:9]([OH:11])[CH2:10]1.[Cl:35][CH2:36][Cl:37].[F:20][C:21]([F:22])([F:23])[S:24]([O:25][Si:26]([CH3:27])([CH3:28])[C:29]([CH3:30])([CH3:31])[CH3:32])(=[O:33])=[O:34].[n:12]1[c:13]([CH3:14])[cH:15][cH:16][cH:17][c:18]1[CH3:19]>>[C:1]([CH3:2])(=[O:3])[O:4][O:5][CH:6]1[CH:7]=[CH:8][CH:9]([O:11][Si:26]([CH3:27])([CH3:28])[C:29]([CH3:30])([CH3:31])[CH3:32])[CH2:10]1.